This data is from the Open Reaction Database (ORD), a public repository of structured organic reaction records. The task is: describe an organic reaction: reactants, conditions, products, and yield The reactants are [N+](=O)([O-])C1=CC=C(C=C1)N1C(NCC1)=S (1-(4-nitrophenyl) imidazoline-2-thione), C(C)(=O)OCC (ethyl acetate), C([O-])([O-])=O.[K+].[K+] (potassium carbonate), IC (iodomethane). Run in CC(=O)C (acetone), O (water). The product is CSC=1N(C=CN1)C1=CC=C(C=C1)[N+](=O)[O-] (4-(2'-methylthioimidazol-1-yl)nitrobenzene). RXN SMILES: C(=O)([O-])[O-].[K+].[K+].[N+:7]([C:10]1[CH:15]=[CH:14][C:13]([N:16]2[CH2:20][CH2:19][NH:18][C:17]2=[S:21])=[CH:12][CH:11]=1)([O-:9])=[O:8].IC.[C:24](OCC)(=O)C>CC(C)=O.O>[CH3:24][S:21][C:17]1[N:16]([C:13]2[CH:14]=[CH:15][C:10]([N+:7]([O-:9])=[O:8])=[CH:11][CH:12]=2)[CH:20]=[CH:19][N:18]=1 |f:0.1.2|. Procedure details: To a stirred suspension of potassium carbonate(40.07 g, 22.60 mmol) in 175 mL acetone was added 1-(4-nitrophenyl) imidazoline-2-thione(5.0 g,22.60 mmol). Dripped iodomethane (1.44 mL,23.05 mmol) into reaction mixture and heated to reflux temperature for 20 h. Concentrated reaction mixture under reduced pressure and took up resulting solid in 200 mL water. Extracted aqueous three times with ethyl acetate. Combined extracts, dried over magnesium sulfate and concentrated in vacuo to give 5.29 g of ... Reactants: C1[C@H](CCC2=CC=CC=C12)CC(=O)N1[C@H](C(=O)O)CCC1 (1-[(S)-(-)-1,2,3,4-tetrahydronaphthalen-2-ylacetyl]-L-proline), S1CNCC1 (thiazolidine), N1CCCC1 (pyrrolidine), C1(CCC2=CC=CC=C12)CC(=O)C1[C@H](NCS1)C(=O)O (3-(2-indanylacetyl)-L-thioproline). Yields the product C1[C@H](CCC2=CC=CC=C12)CC(=O)N1[C@H](C(=O)N2CCCC2)CCC1 (1-{1-[(S)-(-)-1,2,3,4-tetrahydronaphthalen-2-ylacetyl]-L-prolyl}pyrrolidine). Isolated yield 52.0%. Reaction SMILES: C1C2C(=CC=CC=2)CC[C@@H]1C[C:12]([N:14]1[CH2:21][CH2:20][CH2:19][C@H:15]1C(O)=O)=[O:13].[NH:22]1[CH2:26][CH2:25][CH2:24][CH2:23]1.[CH:27]1([CH2:36][C:37](C2SCN[C@@H]2C(O)=O)=[O:38])[C:35]2[C:30](=[CH:31][CH:32]=[CH:33][CH:34]=2)[CH2:29][CH2:28]1.S1CCN[CH2:48]1>>[CH2:48]1[C:35]2[C:30](=[CH:31][CH:32]=[CH:33][CH:34]=2)[CH2:29][CH2:28][C@@H:27]1[CH2:36][C:37]([N:22]1[CH2:26][CH2:25][CH2:24][C@H:23]1[C:12]([N:14]1[CH2:21][CH2:20][CH2:19][CH2:15]1)=[O:13])=[O:38]. Procedure: Colorless crystals of 1-{1-[(S)-(-)-1,2,3,4-tetrahydronaphthalen-2-ylacetyl]-L-prolyl}pyrrolidine were prepared in the same manner as in Example 1, except that 1-[(S)-(-)-1,2,3,4-tetrahydronaphthalen-2-ylacetyl]-L-proline prepared in Reference Example 28 and pyrrolidine were used instead of 3-(2-indanylacetyl)-L-thioproline and thiazolidine, respectively (yield: 52%).